This data is from the Open Reaction Database (ORD), a public repository of structured organic reaction records. The task is: describe an organic reaction: reactants, conditions, products, and yield Starting materials: C(=O)([O-])[O-].[K+].[K+] (K2CO3), C(C)(=O)OC1=C(C=C(C=C1)CCOP(=O)(OCC1=CC=CC=C1)OCC1=CC=CC=C1)OC (4-(2-{[bis(benzyloxy)phosphoryl]oxy}ethyl)-2-methoxyphenyl acetate). Solvent: CO (MeOH). Conditions: temperature 25 celsius, time 1 hour. The product is P(=O)(OCC1=CC=CC=C1)(OCC1=CC=CC=C1)OCCC1=CC(=C(C=C1)O)OC (dibenzyl 2-(4-hydroxy-3-methoxyphenyl)ethyl phosphate). Reaction SMILES: C([O-])([O-])=O.[K+].[K+].C([O:10][C:11]1[CH:16]=[CH:15][C:14]([CH2:17][CH2:18][O:19][P:20]([O:30][CH2:31][C:32]2[CH:37]=[CH:36][CH:35]=[CH:34][CH:33]=2)([O:22][CH2:23][C:24]2[CH:29]=[CH:28][CH:27]=[CH:26][CH:25]=2)=[O:21])=[CH:13][C:12]=1[O:38][CH3:39])(=O)C>CO>[P:20]([O:19][CH2:18][CH2:17][C:14]1[CH:15]=[CH:16][C:11]([OH:10])=[C:12]([O:38][CH3:39])[CH:13]=1)([O:30][CH2:31][C:32]1[CH:37]=[CH:36][CH:35]=[CH:34][CH:33]=1)([O:22][CH2:23][C:24]1[CH:25]=[CH:26][CH:27]=[CH:28][CH:29]=1)=[O:21] |f:0.1.2|. Procedure details: K2CO3 (126 mg, 0.910 mmol) was added to a stirred solution of 4-(2-{[bis(benzyloxy)phosphoryl]oxy}ethyl)-2-methoxyphenyl acetate (214 mg, 0.455 mmol) in MeOH (30 mL) at 25° C. The reaction was stirred at 25° C. for 1 h. The reaction mixture was concentrated in vacuo and the resulting residue was partitioned between water (20 mL) and EtOAc (20 mL). The aqueous layer was separated and extracted with EtOAc (2×20 mL). The combined organic extracts were dried (MgSO4) and concentrated in vacuo to affo...